From a dataset of the Open Reaction Database (ORD), a public repository of structured organic reaction records. describe an organic reaction: reactants, conditions, products, and yield Reactants: CO, [H][H], O=[N+]([O-])c1cnc2nc(OCCN3CCOCC3)nc(N3CCOCC3)c2c1. Yields the product Nc1cnc2nc(OCCN3CCOCC3)nc(N3CCOCC3)c2c1. Reaction SMILES: [CH3:31][OH:32].[H:29][H:30].[O:1]1[CH2:2][CH2:3][N:4]([c:7]2[c:8]3[c:9]([n:10][c:11]([O:13][CH2:14][CH2:15][N:16]4[CH2:17][CH2:18][O:19][CH2:20][CH2:21]4)[n:12]2)[n:22][cH:23][c:24]([N+:26]([O-:27])=[O:28])[cH:25]3)[CH2:5][CH2:6]1>>[O:1]1[CH2:2][CH2:3][N:4]([c:7]2[c:8]3[c:9]([n:10][c:11]([O:13][CH2:14][CH2:15][N:16]4[CH2:17][CH2:18][O:19][CH2:20][CH2:21]4)[n:12]2)[n:22][cH:23][c:24]([NH2:26])[cH:25]3)[CH2:5][CH2:6]1. The reactants are C(C)(=O)OC(CNC([C@@H](CC1=CC=CC=C1)N(C)C(=O)OC(C)(C)C)=O)(C)C (2-((2R)-2-(N-(tert-butoxycarbonyl)-N-methylamino)-3-phenylpropionylamino)-1,1-dimethylethyl acetate), FC(C(=O)O)(F)F (Trifluoroacetic acid). Run in ClCCl (dichloromethane). Conditions: temperature 0 celsius, time 15 minute. Yields the product C(C)(=O)OC(CNC([C@@H](CC1=CC=CC=C1)NC)=O)(C)C (1,1-dimethyl-2-((2R)-2-methylamino-3-phenylpropionylamino)ethyl acetate). Isolated yield 97.0%. As a reaction SMILES: [C:1]([O:4][C:5]([CH3:28])([CH3:27])[CH2:6][NH:7][C:8](=[O:26])[C@H:9]([N:17](C(OC(C)(C)C)=O)[CH3:18])[CH2:10][C:11]1[CH:16]=[CH:15][CH:14]=[CH:13][CH:12]=1)(=[O:3])[CH3:2].FC(F)(F)C(O)=O>ClCCl>[C:1]([O:4][C:5]([CH3:28])([CH3:27])[CH2:6][NH:7][C:8](=[O:26])[C@H:9]([NH:17][CH3:18])[CH2:10][C:11]1[CH:16]=[CH:15][CH:14]=[CH:13][CH:12]=1)(=[O:3])[CH3:2]. Reported procedure: 2-((2R)-2-(N-(tert-butoxycarbonyl)-N-methylamino)-3-phenylpropionylamino)-1,1-dimethylethyl acetate (426 mg, 1.1 mmol) was dissolved in dichloromethane (2 ml) and cooled to 0° C. Trifluoroacetic acid (2 ml) was added and the reaction mixture was stirred for 15 min at 0° C. The solvent was removed in vacuo at 20° C. The residue was dissolved in dichloromethane (50 ml) and the solvent was removed in vacuo. This latter procedure was repeated two times. The crude product was purified by flash chroma... Starting materials: CCOC(=O)CBr, O=C([O-])[O-], CCOC(C)=O, CN(C)C=O, NC(=O)CC(F)(F)F, N#Cc1ccc(F)cc1, [K+], [K+]. Yields the product CCOC(=O)CNc1cc(F)ccc1C#N. As a reaction SMILES: [Br:18][CH2:19][C:20](=[O:21])[O:22][CH2:23][CH3:24].[C:25](=[O:26])([O-:27])[O-:28].[CH3:31][CH2:32][O:33][C:34](=[O:35])[CH3:36].[CH3:37][N:38]([CH3:39])[CH:40]=[O:41].[F:10][C:11]([F:12])([F:13])[CH2:14][C:16]([NH2:15])=[O:17].[F:1][c:2]1[cH:3][cH:4][c:5]([C:6]#[N:7])[cH:8][cH:9]1.[K+:29].[K+:30]>>[F:1][c:2]1[cH:3][cH:4][c:5]([C:6]#[N:7])[c:8]([NH:15][CH2:19][C:20](=[O:21])[O:22][CH2:23][CH3:24])[cH:9]1.